From a dataset of the Open Reaction Database (ORD), a public repository of structured organic reaction records. describe an organic reaction: reactants, conditions, products, and yield Starting materials: C(C)(C)(C)OC(=O)N1CCC(CC1)N1N=CC(=C1)C=1C=NC(=C(C1)B1OC(C(O1)(C)C)(C)C)N (4-{4-[6-Amino-5-(4,4,5,5-tetramethyl-[1,3,2]dioxaborolan-2-yl)-pyridin-3-yl]-pyrazol-1-yl}-piperidine-1-carboxylic acid tert-butyl ester), CC1=C(N=CC2=CC=CC=C12)OS(=O)(=O)C(F)(F)F (trifluoromethanesulfonic acid 4-methylisoquinolin-3-yl ester), O1CCOCC1 (1,4-dioxane), C(=O)([O-])[O-].[Cs+].[Cs+] (Cs2CO3), O (H2O). Reaction conditions: temperature 100 celsius. Reaction SMILES: [C:1]([O:5][C:6]([N:8]1[CH2:13][CH2:12][CH:11]([N:14]2[CH:18]=[C:17]([C:19]3[CH:20]=[N:21][C:22]([NH2:34])=[C:23](B4OC(C)(C)C(C)(C)O4)[CH:24]=3)[CH:16]=[N:15]2)[CH2:10][CH2:9]1)=[O:7])([CH3:4])([CH3:3])[CH3:2].[CH3:35][C:36]1[C:45]2[C:40](=[CH:41][CH:42]=[CH:43][CH:44]=2)[CH:39]=[N:38][C:37]=1OS(C(F)(F)F)(=O)=O.O1CCOCC1.C([O-])([O-])=O.[Cs+].[Cs+].O>C1C=CC([P]([Pd]([P](C2C=CC=CC=2)(C2C=CC=CC=2)C2C=CC=CC=2)([P](C2C=CC=CC=2)(C2C=CC=CC=2)C2C=CC=CC=2)[P](C2C=CC=CC=2)(C2C=CC=CC=2)C2C=CC=CC=2)(C2C=CC=CC=2)C2C=CC=CC=2)=CC=1>[C:1]([O:5][C:6]([N:8]1[CH2:13][CH2:12][CH:11]([N:14]2[CH:18]=[C:17]([C:19]3[CH:20]=[N:21][C:22]([NH2:34])=[C:23]([C:37]4[N:38]=[CH:39][C:40]5[C:45]([C:36]=4[CH3:35])=[CH:44][CH:43]=[CH:42][CH:41]=5)[CH:24]=3)[CH:16]=[N:15]2)[CH2:10][CH2:9]1)=[O:7])([CH3:4])([CH3:2])[CH3:3] |f:3.4.5,^1:70,72,91,110|. The product is C(C)(C)(C)OC(=O)N1CCC(CC1)N1N=CC(=C1)C=1C=NC(=C(C1)C=1N=CC2=CC=CC=C2C1C)N (4-{4-[6-Amino-5-(4-methylisoquinolin-3-yl)-pyridin-3-yl]-pyrazol-1-yl}-piperidine-1-carboxylic acid tert-butyl ester). Reagents/catalysts: C=1C=CC(=CC1)[P](C=2C=CC=CC2)(C=3C=CC=CC3)[Pd]([P](C=4C=CC=CC4)(C=5C=CC=CC5)C=6C=CC=CC6)([P](C=7C=CC=CC7)(C=8C=CC=CC8)C=9C=CC=CC9)[P](C=1C=CC=CC1)(C=1C=CC=CC1)C=1C=CC=CC1 (Pd(PPh3)4). Procedure details: To a solution of 4-{4-[6-Amino-5-(4,4,5,5-tetramethyl-[1,3,2]dioxaborolan-2-yl)-pyridin-3-yl]-pyrazol-1-yl}-piperidine-1-carboxylic acid tert-butyl ester (BB3) (86.3 mg, 0.184 mmol), trifluoromethanesulfonic acid 4-methylisoquinolin-3-yl ester (54.8 mg, 0.188 mmol), and Pd(PPh3)4 (14 mg, 0.012 mmol) in 1,4-dioxane (2.8 mL, 36 mmol) in a sealable microwave tube was added a solution of Cs2CO3 (118 mg, 0.361 mmol) in H2O (0.80 mL, 44 mmol). The tube was sealed, evacuated and refilled with nitrogen ... The reactants are [N+](=O)([O-])C=1C=C2C(NC(C2=CC1)=O)=O (5-nitroisoindoline-1,3-dione), C(=O)([O-])[O-].[K+].[K+] (K2CO3), BrCC(=O)OC (methyl 2-bromoacetate), CCO (EtOH). Run in CN(C)C=O (DMF). Product: [N+](=O)([O-])C=1C=C2C(N(C(C2=CC1)=O)CC(=O)OC)=O (methyl 2-(5-nitro-1,3-dioxoisoindolin-2-yl)acetate). The yield is 65.5%. Reaction SMILES: [N+:1]([C:4]1[CH:5]=[C:6]2[C:10](=[CH:11][CH:12]=1)[C:9](=[O:13])[NH:8][C:7]2=[O:14])([O-:3])=[O:2].C([O-])([O-])=O.[K+].[K+].Br[CH2:22][C:23]([O:25][CH3:26])=[O:24].CCO>CN(C=O)C>[N+:1]([C:4]1[CH:5]=[C:6]2[C:10](=[CH:11][CH:12]=1)[C:9](=[O:13])[N:8]([CH2:22][C:23]([O:25][CH3:26])=[O:24])[C:7]2=[O:14])([O-:3])=[O:2] |f:1.2.3|. Procedure: To a solution of 5-nitroisoindoline-1,3-dione (2 g, 10.41 mmol) in DMF (10 ml), K2CO3 (1.439 g, 10.41 mmol) and methyl 2-bromoacetate (1.930 ml, 20.82 mmol) were added, and the mixture was reacted under MW irradiation for 2 hr at 140° C. Then the solid K2CO3 was filtered off, the solvent was evaporated and the resulting crude was triturated with EtOH obtaining the title compound as a pale brown solid (1.8 g, 6.82 mmol, 65.5% yield, UPLC-MS purity 90%, MS/ESI+ 265.1 [MH]+) which was used without ... The reactants are FC(C1=NC(=CC(=C1C(=O)OCC)O)C(F)(F)F)(F)F (Ethyl 2,6-bis(trifluoromethyl)-4-hydroxy-3-pyridinecarboxylate), N1=C(C=CC=C1C)C (2,6-lutidine), P(=O)(Cl)(Cl)Cl (phosphorous oxychloride). The product is FC(C1=NC(=CC(=C1C(=O)OCC)Cl)C(F)(F)F)(F)F (Ethyl 2,6-bis(trifluoromethyl)-4-chloro-3-pyridinecarboxylate). Isolated yield 59.2%. As a reaction SMILES: [F:1][C:2]([F:20])([F:19])[C:3]1[C:8]([C:9]([O:11][CH2:12][CH3:13])=[O:10])=[C:7](O)[CH:6]=[C:5]([C:15]([F:18])([F:17])[F:16])[N:4]=1.N1C(C)=CC=CC=1C.P(Cl)(Cl)([Cl:31])=O>>[F:1][C:2]([F:20])([F:19])[C:3]1[C:8]([C:9]([O:11][CH2:12][CH3:13])=[O:10])=[C:7]([Cl:31])[CH:6]=[C:5]([C:15]([F:18])([F:17])[F:16])[N:4]=1. Procedure details: A 500 ml round bottom flask equipped with nitrogen inlet and magnetic stirrer is charged with 40 g (0.132 mol) of product from Example 2 and 24.97 g (0.233 mol) of 2,6-lutidine. To this is slowly added (exothermic) 185 ml (1.98 mol) of phosphorous oxychloride. The flask is fitted with a condenser and the mixture is heated to reflux. After refluxing for 18 hours the material is cooled, concentrated, and the mixture was poured into 150 g of ice slowly. The ice mixture was then poured into 200 ml o... Reactants: C[Si](C#CCOC1OCCCC1)(C)C (trimethyl(3-(tetrahydro-2H-pyran-2-yloxy)prop-1-ynyl)silane), BrC\C=C/C ((Z)-1-bromobut-2-ene). Yields the product C[Si](C#CC(C\C=C/C)OC1OCCCC1)(C)C ((Z)-trimethyl(3-(tetrahydro-2H-pyran-2-yloxy)hept-5-en-1-ynyl)silane). Reaction SMILES: [CH3:1][Si:2]([CH3:14])([CH3:13])[C:3]#[C:4][CH2:5][O:6][CH:7]1[CH2:12][CH2:11][CH2:10][CH2:9][O:8]1.Br[CH2:16]/[CH:17]=[CH:18]\[CH3:19]>>[CH3:14][Si:2]([CH3:13])([CH3:1])[C:3]#[C:4][CH:5]([O:6][CH:7]1[CH2:12][CH2:11][CH2:10][CH2:9][O:8]1)[CH2:16]/[CH:17]=[CH:18]\[CH3:19]. Procedure details: Reaction of trimethyl(3-(tetrahydro-2H-pyran-2-yloxy)prop-1-ynyl)silane (0.157 g, 0.74 mmol) and (Z)-1-bromobut-2-ene (0.12 g, 0.89 mmol) according to General Procedure 11.A provided (Z)-trimethyl(3-(tetrahydro-2H-pyran-2-yloxy)hept-5-en-1-ynyl)silane. The (Z)-1-bromobut-2-ene starting material was synthesized in two steps according to General Procedures 11.F and 11.G. The reactants are C(C1=CC=CC=C1)N1CC(C(CC1)=O)C (1-benzyl-3-methyl-4-piperidone), [BH3-]C#N.[Na+] (NaCNBH3), BrCC(=O)N1C(CN(CC1)C(C1=CC(=CC(=C1)C)C)=O)C1=CC(=C(C=C1)Cl)Cl ((+,-)-bromoacetyl-2-(3,4-dichlorophenyl)-4-(3,5-dimethylbenzoyl)piperazine). The reagents and catalysts are CC([O-])C.[Ti+4].CC([O-])C.CC([O-])C.CC([O-])C (titanium isopropoxide). The solvent is C(C)O (ethanol). Reaction conditions: time 8 hour. The product is ClC=1C=C(C=CC1Cl)C1N(CCN(C1)C(C1=CC(=CC(=C1)C)C)=O)C(CNC1C(CN(CC1)CC1=CC=CC=C1)C)=O ((+,-)-2-(3,4-dichlorophenyl)-4-[3,5-dimethylbenzoyl]-1-[[[3-methyl-1-(phenylmethyl)-4-piperidinyl]amino]acetyl]piperazine). RXN SMILES: [CH2:1]([N:8]1[CH2:13][CH2:12][C:11](=O)[CH:10]([CH3:15])[CH2:9]1)[C:2]1[CH:7]=[CH:6][CH:5]=[CH:4][CH:3]=1.BrC[C:18]([N:20]1[CH2:25][CH2:24][N:23]([C:26](=[O:35])[C:27]2[CH:32]=[C:31]([CH3:33])[CH:30]=[C:29]([CH3:34])[CH:28]=2)[CH2:22][CH:21]1[C:36]1[CH:41]=[CH:40][C:39]([Cl:42])=[C:38]([Cl:43])[CH:37]=1)=[O:19].[BH3-][C:45]#[N:46].[Na+]>CC(C)[O-].[Ti+4].CC(C)[O-].CC(C)[O-].CC(C)[O-].C(O)C>[Cl:43][C:38]1[CH:37]=[C:36]([CH:21]2[CH2:22][N:23]([C:26](=[O:35])[C:27]3[CH:28]=[C:29]([CH3:34])[CH:30]=[C:31]([CH3:33])[CH:32]=3)[CH2:24][CH2:25][N:20]2[C:18](=[O:19])[CH2:45][NH:46][CH:11]2[CH2:12][CH2:13][N:8]([CH2:1][C:2]3[CH:7]=[CH:6][CH:5]=[CH:4][CH:3]=3)[CH2:9][CH:10]2[CH3:15])[CH:41]=[CH:40][C:39]=1[Cl:42] |f:2.3,4.5.6.7.8|. Procedure details: A mixture of the ketone 4 from step 3 (70 mg, 0.13 mmol) and the compound 3 (34 mg, 0.17 mmol) was stirred in titanium isopropoxide (45 mg, 0.16 mmol) for 1.5 h. To the mixture were added ethanol (1.0 mL) and NaCNBH3 (5.4 mg, 8.6 mmol) and the mixture was stirred overnight. The reaction mixture was filtered and washed with EtOAc. The filtrate was washed with H2O and brine, dried with MgSO4 and concentrated. The residue was chromatographed on silica gel eluting with 5% NH3 sat. MeOH in CH2Cl2 to ... The reactants are CCCCOc1cc2cc[nH]c2cc1OCc1ccccc1, CCO, [H][H]. The product is CCCCOc1cc2cc[nH]c2cc1O. As a reaction SMILES: [CH2:1]([c:2]1[cH:3][cH:4][cH:5][cH:6][cH:7]1)[O:8][c:9]1[c:10]([O:18][CH2:19][CH2:20][CH2:21][CH3:22])[cH:11][c:12]2[cH:13][cH:14][nH:15][c:16]2[cH:17]1.[CH3:25][CH2:26][OH:27].[H:23][H:24]>>[OH:8][c:9]1[c:10]([O:18][CH2:19][CH2:20][CH2:21][CH3:22])[cH:11][c:12]2[cH:13][cH:14][nH:15][c:16]2[cH:17]1.